Task: describe an organic reaction: reactants, conditions, products, and yield. Dataset: the Open Reaction Database (ORD), a public repository of structured organic reaction records The reactants are CS(=O)C (dimethylsulfoxide), [OH-].[Na+] (sodium hydroxide), C(C1=CC=CC=C1)O[C@@H](C)[C@H](CC)N1N=CN(C1=O)C1=CC=C(C=C1)N1CCN(CC1)C1=CC=C(C=C1)O (1-((2S,3S)-2-(benzyloxy)pentan-3-yl)-4-(4-(4-(4-hydroxyphenyl) piperazin-1-yl)phenyl)-1H-1,2,4-triazol-5(4H)-one), N1(N=CN=C1)C[C@@]1(C[C@@H](CO1)COS(=O)(=O)C1=CC=C(C=C1)C)C1=C(C=C(C=C1)F)F (((3S,5R)-5-((1H-1,2,4-triazol-1-yl)methyl)-5-(2,4-difluorophenyl)tetrahydrofuran-3-yl)methyl-4-methylbenzenesulfonate). Solvent: O (water), C(C)(C)O (isopropanol), O (water). Run at temperature 27.5 celsius, time 5 hour. The product is N1(N=CN=C1)C[C@@]1(C[C@@H](CO1)COC1=CC=C(C=C1)N1CCN(CC1)C1=CC=C(C=C1)N1C=NN(C1=O)[C@H]([C@H](C)OCC1=CC=CC=C1)CC)C1=C(C=C(C=C1)F)F (4-(4-(4-(4-(((3R,5R)-5-((1H-1,2,4-triazol-1-yl)methyl)-5-(2,4-difluoro phenyl)tetrahydrofuran-3-yl)methoxy)phenyl)piperazin-1-yl)phenyl)-1-((2S,3S)-2-(benzyloxy)pentan-3-yl)-1H-1,2,4-triazol-5(4H)-one). The yield is 98.0%. As a reaction SMILES: [CH2:1]([O:8][C@H:9]([C@@H:11]([N:14]1[C:18](=[O:19])[N:17]([C:20]2[CH:25]=[CH:24][C:23]([N:26]3[CH2:31][CH2:30][N:29]([C:32]4[CH:37]=[CH:36][C:35]([OH:38])=[CH:34][CH:33]=4)[CH2:28][CH2:27]3)=[CH:22][CH:21]=2)[CH:16]=[N:15]1)[CH2:12][CH3:13])[CH3:10])[C:2]1[CH:7]=[CH:6][CH:5]=[CH:4][CH:3]=1.CS(C)=O.[OH-].[Na+].[N:45]1([CH2:50][C@@:51]2([C:68]3[CH:73]=[CH:72][C:71]([F:74])=[CH:70][C:69]=3[F:75])[O:55][CH2:54][C@@H:53]([CH2:56]OS(C3C=CC(C)=CC=3)(=O)=O)[CH2:52]2)[CH:49]=[N:48][CH:47]=[N:46]1>C(O)(C)C.O>[N:45]1([CH2:50][C@@:51]2([C:68]3[CH:73]=[CH:72][C:71]([F:74])=[CH:70][C:69]=3[F:75])[O:55][CH2:54][C@@H:53]([CH2:56][O:38][C:35]3[CH:36]=[CH:37][C:32]([N:29]4[CH2:28][CH2:27][N:26]([C:23]5[CH:24]=[CH:25][C:20]([N:17]6[C:18](=[O:19])[N:14]([C@@H:11]([CH2:12][CH3:13])[C@@H:9]([O:8][CH2:1][C:2]7[CH:3]=[CH:4][CH:5]=[CH:6][CH:7]=7)[CH3:10])[N:15]=[CH:16]6)=[CH:21][CH:22]=5)[CH2:31][CH2:30]4)=[CH:33][CH:34]=3)[CH2:52]2)[CH:49]=[N:48][CH:47]=[N:46]1 |f:2.3|. Procedure: Added 1-((2S,3S)-2-(benzyloxy)pentan-3-yl)-4-(4-(4-(4-hydroxyphenyl) piperazin-1-yl)phenyl)-1H-1,2,4-triazol-5(4H)-one compound of formula-20 (35 g) to a mixture of dimethylsulfoxide (350 ml) and sodium hydroxide (3.4 g) and water (7 ml) at 25-30° C. and stirred for 45 minutes at 25-30° C. ((3S,5R)-5-((1H-1,2,4-triazol-1-yl)methyl)-5-(2,4-difluorophenyl)tetrahydrofuran-3-yl)methyl-4-methylbenzenesulfonate compound of formula-10 (31.5 g) was added to the above reaction mixture at 25-30° C. and st...